This data is from the Open Reaction Database (ORD), a public repository of structured organic reaction records. The task is: describe an organic reaction: reactants, conditions, products, and yield The reactants are CC(=O)O[BH-](OC(C)=O)OC(C)=O, O=C([O-])O, C1COCCN1, CC(C)(NC(=O)Cn1nc(-c2ccc(Cl)cc2)n(CC=O)c1=O)c1cccc(C(F)(F)F)c1, ClCCl, [Na+], [Na+], CN(C)C=O. Product: CC(C)(NC(=O)Cn1nc(-c2ccc(Cl)cc2)n(CCN2CCOCC2)c1=O)c1cccc(C(F)(F)F)c1. As a reaction SMILES: [C:40]([O:41][BH-:42]([O:43][C:44](=[O:45])[CH3:46])[O:47][C:48](=[O:49])[CH3:50])(=[O:51])[CH3:52].[C:54](=[O:55])([O-:56])[OH:57].[CH2:34]1[CH2:35][O:36][CH2:37][CH2:38][NH:39]1.[Cl:1][c:2]1[cH:3][cH:4][c:5](-[c:8]2[n:9][n:10]([CH2:17][C:18](=[O:19])[NH:20][C:21]([CH3:22])([c:23]3[cH:24][c:25]([C:29]([F:30])([F:31])[F:32])[cH:26][cH:27][cH:28]3)[CH3:33])[c:11](=[O:16])[n:12]2[CH2:13][CH:14]=[O:15])[cH:6][cH:7]1.[Cl:59][CH2:60][Cl:61].[Na+:53].[Na+:58].[O:62]=[CH:63][N:64]([CH3:65])[CH3:66]>>[Cl:1][c:2]1[cH:3][cH:4][c:5](-[c:8]2[n:9][n:10]([CH2:17][C:18](=[O:19])[NH:20][C:21]([CH3:22])([c:23]3[cH:24][c:25]([C:29]([F:30])([F:31])[F:32])[cH:26][cH:27][cH:28]3)[CH3:33])[c:11](=[O:16])[n:12]2[CH2:13][CH2:14][N:39]2[CH2:34][CH2:35][O:36][CH2:37][CH2:38]2)[cH:6][cH:7]1. The reactants are ice, [H-].[Al+3].[Li+].[H-].[H-].[H-] (lithium aluminum hydride), C(CC)[C@H]1COCC(N1)=O ((S)-5-propylmorpholin-3-one). Solvent: C1CCOC1 (THF). The product is C(CC)[C@@H]1NCCOC1 ((S)-3-propylmorpholine). Yield: 98.0%. Reaction SMILES: [H-].[Al+3].[Li+].[H-].[H-].[H-].[CH2:7]([C@@H:10]1[NH:15][C:14](=O)[CH2:13][O:12][CH2:11]1)[CH2:8][CH3:9]>C1COCC1>[CH2:7]([C@H:10]1[CH2:11][O:12][CH2:13][CH2:14][NH:15]1)[CH2:8][CH3:9] |f:0.1.2.3.4.5|. Procedure details: To an ice cold, stirred suspension of NaH (60% in oil, 1.9 g, 46.0 mmol) in toluene (62 mL) was added dropwise a solution of (S)-2-aminopentan-1-ol (2.1 g, 20.0 mmol) in toluene (44 mL). After the addition was completed, the reaction mixture was warmed to room temperature and a solution of ethyl chloroacetate (2.7 g, 22.0 mmol) in toluene (12 mL) was added in a dropwise manner. The resulting mixture was then stirred at reflux for 20 h, cooled to room temperature, and solid ammonium chloride (2.5...